This data is from the Open Reaction Database (ORD), a public repository of structured organic reaction records. The task is: describe an organic reaction: reactants, conditions, products, and yield The reactants are Nc1ncnn2c(-c3csc(C4CCNCC4)n3)cc(-c3ccc4cn(Cc5ccccc5)nc4c3)c12, CN(C)CC(=O)O, CCN(C(C)C)C(C)C, Cl, CN(C)C=O, On1nnc2ccccc21. Product: CN(C)CC(=O)N1CCC(c2nc(-c3cc(-c4ccc5cn(Cc6ccccc6)nc5c4)c4c(N)ncnn34)cs2)CC1. Reaction SMILES: [CH2:2]([c:3]1[cH:4][cH:5][cH:6][cH:7][cH:8]1)[n:9]1[n:10][c:11]2[cH:12][c:13](-[c:18]3[cH:19][c:20](-[c:28]4[n:29][c:30]([CH:33]5[CH2:34][CH2:35][NH:36][CH2:37][CH2:38]5)[s:31][cH:32]4)[n:21]4[n:22][cH:23][n:24][c:25]([NH2:27])[c:26]34)[cH:14][cH:15][c:16]2[cH:17]1.[CH3:39][N:40]([CH3:41])[CH2:42][C:43]([OH:44])=[O:45].[CH:56]([N:57]([CH2:58][CH3:59])[CH:60]([CH3:61])[CH3:62])([CH3:63])[CH3:64].[ClH:1].[O:65]=[CH:66][N:67]([CH3:68])[CH3:69].[OH:46][n:47]1[c:48]2[c:49]([cH:50][cH:51][cH:52][cH:53]2)[n:54][n:55]1>>[CH2:2]([c:3]1[cH:4][cH:5][cH:6][cH:7][cH:8]1)[n:9]1[n:10][c:11]2[cH:12][c:13](-[c:18]3[cH:19][c:20](-[c:28]4[n:29][c:30]([CH:33]5[CH2:34][CH2:35][N:36]([C:43]([CH2:42][N:40]([CH3:39])[CH3:41])=[O:44])[CH2:37][CH2:38]5)[s:31][cH:32]4)[n:21]4[n:22][cH:23][n:24][c:25]([NH2:27])[c:26]34)[cH:14][cH:15][c:16]2[cH:17]1. Starting materials: CO, Cl, O=C(O)c1ccc(Cc2ccc(O)cc2)cn1. Product: COC(=O)c1ccc(Cc2ccc(O)cc2)cn1. As a reaction SMILES: [CH3:19][OH:20].[ClH:18].[OH:1][c:2]1[cH:3][cH:4][c:5]([CH2:6][c:7]2[cH:8][cH:9][c:10]([C:13](=[O:14])[OH:15])[n:11][cH:12]2)[cH:16][cH:17]1>>[OH:1][c:2]1[cH:3][cH:4][c:5]([CH2:6][c:7]2[cH:8][cH:9][c:10]([C:13](=[O:14])[O:15][CH3:19])[n:11][cH:12]2)[cH:16][cH:17]1. Starting materials: COC1=C(C=2C3=C(C(NC2C=C1)=O)SC=C3)C3=CC=C(C=C3)C3(CC3)CNC(OC(C)(C)C)=O (tert-butyl (1-(4-(8-methoxy-4-oxo-4,5-dihydrothieno[2,3-c]quinolin-9-yl)phenyl)cyclopropyl)methylcarbamate), C1CC(=O)N(C1=O)Br (NBS). Yields the product BrC1=CC(=C(C=2C3=C(C(NC12)=O)SC=C3)C3=CC=C(C=C3)C3(CC3)CNC(OC(C)(C)C)=O)OC (tert-butyl (1-(4-(6-bromo-8-methoxy-4-oxo-4,5-dihydrothieno[2,3-c]quinolin-9-yl)phenyl)cyclopropyl)methylcarbamate). Yield: 54.2%. Reaction SMILES: [CH3:1][O:2][C:3]1[CH:12]=[CH:11][C:10]2[NH:9][C:8](=[O:13])[C:7]3[S:14][CH:15]=[CH:16][C:6]=3[C:5]=2[C:4]=1[C:17]1[CH:22]=[CH:21][C:20]([C:23]2([CH2:26][NH:27][C:28](=[O:34])[O:29][C:30]([CH3:33])([CH3:32])[CH3:31])[CH2:25][CH2:24]2)=[CH:19][CH:18]=1.C1C(=O)N([Br:42])C(=O)C1>>[Br:42][C:11]1[C:10]2[NH:9][C:8](=[O:13])[C:7]3[S:14][CH:15]=[CH:16][C:6]=3[C:5]=2[C:4]([C:17]2[CH:22]=[CH:21][C:20]([C:23]3([CH2:26][NH:27][C:28](=[O:34])[O:29][C:30]([CH3:31])([CH3:33])[CH3:32])[CH2:24][CH2:25]3)=[CH:19][CH:18]=2)=[C:3]([O:2][CH3:1])[CH:12]=1. Procedure details: Following General Procedure I, tert-butyl (1-(4-(8-methoxy-4-oxo-4,5-dihydrothieno[2,3-c]quinolin-9-yl)phenyl)cyclopropyl)methylcarbamate (750 mg, 1.57 mmol) was reacted with NBS (280 mg, 1.57 mmol)) to afford the desired product (473 mg, 54%) as a yellow solid: ESI MS m/z 555 [C27H27BrN2O4S+H]+. Reactants: C(C)(=O)NC=1C(=NC(=CC1)C(C)=O)Cl (3-acetamido-6-acetyl-2-chloropyridine), C(=O)(O)[O-].[Na+] (NaHCO3). The solvent is Cl (HCl), CO (methanol). The product is C(C)(=O)C1=CC=C(C(=N1)Cl)N (6-Acetyl-3-amino-2-chloropyridine). As a reaction SMILES: C([NH:4][C:5]1[C:6]([Cl:14])=[N:7][C:8]([C:11](=[O:13])[CH3:12])=[CH:9][CH:10]=1)(=O)C.C([O-])(O)=O.[Na+]>Cl.CO>[C:11]([C:8]1[N:7]=[C:6]([Cl:14])[C:5]([NH2:4])=[CH:10][CH:9]=1)(=[O:13])[CH3:12] |f:1.2|. Procedure: 5 g (24 mmol) of 3-acetamido-6-acetyl-2-chloropyridine are boiled under reflux in a mixture of 25 ml of concentrated aqueous HCl and 25 ml of methanol for one hour. After cooling, the mixture is carefully added to 600 ml of saturated NaHCO3 solution and extracted three times with 200 ml of methylene chloride each time. The collected organic phases are dried with Na2SO4 and evaporated. The residue is recrystallized from toluene/petroleum ether. The reactants are C(C)OC(C(CC1=CC=CC=C1)S(=O)(=O)C1=CC=C(C=C1)OC)=O (2-(4-methoxy-benzenesulfonyl)-3-phenyl-propionic acid ethyl ester). RXN SMILES: C([O:3][C:4](=[O:24])[CH:5]([S:13]([C:16]1[CH:21]=[CH:20][C:19]([O:22][CH3:23])=[CH:18][CH:17]=1)(=[O:15])=[O:14])[CH2:6][C:7]1[CH:12]=[CH:11][CH:10]=[CH:9][CH:8]=1)C>CO.[OH-].[Na+]>[CH3:23][O:22][C:19]1[CH:18]=[CH:17][C:16]([S:13]([CH:5]([CH2:6][C:7]2[CH:12]=[CH:11][CH:10]=[CH:9][CH:8]=2)[C:4]([OH:24])=[O:3])(=[O:15])=[O:14])=[CH:21][CH:20]=1 |f:2.3|. The product is COC1=CC=C(C=C1)S(=O)(=O)C(C(=O)O)CC1=CC=CC=C1 (2-(4-methoxy-benzenesulfonyl)-3-phenyl-propionic acid). Run at time 48 hour. Solvent: CO (methanol), [OH-].[Na+] (NaOH). Reported procedure: To a stirred solution of 2-(4-methoxy-benzenesulfonyl)-3-phenyl-propionic acid ethyl ester (348 mg, 1 mmol) in methanol (25 ml), 10 N NaOH (10 ml) was added. The reaction mixture was stirred at room temperature for 48 hours. At the end, the reaction mixture was concentrated and carefully neutralized with dilute HCl. The residue obtained was extracted with chloroform, washed well with water, dried and concentrated. The product obtained was purified by silica-gel column chromatography by eluting w...